The task is: describe an organic reaction: reactants, conditions, products, and yield. This data is from the Open Reaction Database (ORD), a public repository of structured organic reaction records. Starting materials: S1C=C(C=C1)C=O (3-thiophenecarbaldehyde), C(OC)([O-])[O-] (methyl orthoformate), CO (methanol). The product is COC(C1=CSC=C1)OC (3-dimethoxymethylthiophene). As a reaction SMILES: [S:1]1[CH:5]=[CH:4][C:3]([CH:6]=[O:7])=[CH:2]1.[CH:8]([O-])([O-])[O:9]C.[CH3:13]O>>[CH3:13][O:7][CH:6]([O:9][CH3:8])[C:3]1[CH:4]=[CH:5][S:1][CH:2]=1. Procedure details: 224 g of 3-thiophenecarbaldehyde and 265 g of methyl orthoformate are dissolved in 200 ml of methanol. One g of strongly acidic ion-exchange resin Amberlite IR-120(H+) [manufactured by Rohm & Haas] is added thereto, and the mixture is refluxed with heating for 2 hours. The resin is separated by filtration, and the filtrate is condensed under reduced pressure. The residue is distilled to give 294 g of 3-dimethoxymethylthiophene. Reactants: FC1=CC(=C(C=C1)O)C(CN1C=NC=C1)(C)O (4-fluoro-2-(1-hydroxy-2-(1H-1-imidazolyl)-1-methylethyl)phenol), FC=1C=CC(=C(C1)C(CN1C=NC=C1)(C)O)OC1=CC=CC=C1 (2-(5-fluoro-2-(phenyloxy)phenyl)-1-(1H-1-imidazolyl)-2-propanol), FC1=CC(=C(C=C1)O)C(CN1C=NC=C1)(C)O (4-fluoro-2-(1-hydroxy-2-(1H-1-imidazolyl)-1-methylethyl)phenol), C(CC1=CC=CC=C1)Cl (phenethyl chloride). Product: FC=1C=CC(=C(C1)C(CN1C=NC=C1)(C)O)OCCC1=CC=CC=C1 (2-(5-Fluoro-2-(phenethyloxy)phenyl)-1-(1H-1-imidazolyl)-2-propanol). The yield is 13.4%. RXN SMILES: [F:1][C:2]1[CH:7]=[CH:6][C:5]([OH:8])=[C:4]([C:9]([OH:17])([CH3:16])[CH2:10][N:11]2[CH:15]=[CH:14][N:13]=[CH:12]2)[CH:3]=1.[CH2:18](Cl)[CH2:19][C:20]1[CH:25]=[CH:24][CH:23]=[CH:22][CH:21]=1.FC1C=CC(OC2C=CC=CC=2)=C(C(O)(C)CN2C=CN=C2)C=1>>[F:1][C:2]1[CH:7]=[CH:6][C:5]([O:8][CH2:18][CH2:19][C:20]2[CH:25]=[CH:24][CH:23]=[CH:22][CH:21]=2)=[C:4]([C:9]([OH:17])([CH3:16])[CH2:10][N:11]2[CH:15]=[CH:14][N:13]=[CH:12]2)[CH:3]=1. Procedure: The general procedure of Example 6 was repeated using 4-fluoro-2-(1-hydroxy-2-(1H-1-imidazolyl)-1-methylethyl)phenol [compound (2-4)] and phenethyl chloride, to thereby yield 2-(5-fluoro-2-(phenyloxy)phenyl)-1-(1H-1-imidazolyl)-2-propanol as a colorless oily product (yield: 13.4%). Reactants: C(C)C1CC(CC=2C=3CC(C=CC3NC12)(OCC1=CC=CC=C1)OCC1=CC=CC=C1)C(=O)O (ethyl 6-benzyloxy-3-carboxy-6-benzyloxy-1,2,3,4-tetrahydro-9H-carbazole), CO (methanol). Run in [OH-].[Na+] (sodium hydroxide). Product: C(C)C1CC(CC=2C3=CC(=CC=C3NC12)OCC1=CC=CC=C1)C(=O)O.C(C1=CC=CC=C1)OC=1C=C2C=3CC(CCC3NC2=CC1)C(=O)O (6-benzyloxy-3-carboxy-1,2,3,4-tetrahydro-9H-carbazole Ethyl 6-benzyloxy-3-carboxy-1,2,3,4-tetrahydro-9H-carbazole). Yield: 90.8%. Reaction SMILES: [CH2:1]([CH:3]1[C:15]2[NH:14][C:13]3[CH:12]=[CH:11][C:10](OCC4C=CC=CC=4)([O:16][CH2:17][C:18]4[CH:23]=[CH:22][CH:21]=[CH:20][CH:19]=4)[CH2:9][C:8]=3[C:7]=2[CH2:6][CH:5]([C:32]([OH:34])=[O:33])[CH2:4]1)[CH3:2].CO>[OH-].[Na+]>[CH2:1]([CH:3]1[C:15]2[NH:14][C:13]3[C:8](=[CH:9][C:10]([O:16][CH2:17][C:18]4[CH:19]=[CH:20][CH:21]=[CH:22][CH:23]=4)=[CH:11][CH:12]=3)[C:7]=2[CH2:6][CH:5]([C:32]([OH:34])=[O:33])[CH2:4]1)[CH3:2].[CH2:17]([O:16][C:10]1[CH:9]=[C:8]2[C:13](=[CH:12][CH:11]=1)[NH:14][C:15]1[CH2:3][CH2:4][CH:5]([C:32]([OH:34])=[O:33])[CH2:6][C:7]2=1)[C:18]1[CH:23]=[CH:22][CH:21]=[CH:20][CH:19]=1 |f:2.3,4.5|. Procedure details: To a suspension of 3.107 gm (8.9 mMol) ethyl 6-benzyloxy-3-carboxy-6-benzyloxy-1,2,3,4-tetrahydro-9H-carbazole in 100 mL 2N sodium hydroxide were added 100 mL methanol and the reaction mixture stirred at reflux for 3.5 hours. The reaction mixture was concentrated to about half volume and the pH adjusted to between 5 and 7 by the addition of concentrated hydrochloric acid. The mixture was extracted well with 4:1 dichloromethane:isopropanol. The organic phases were combined, dried over sodium sulf... Reactants: O=C(O)c1ncccn1, C[C@H](N)c1cccc2ccccc12. The reagents and catalysts are [B-](F)(F)(F)F.CN(C)C(=[N+](C)C)ON1C2=CC=CC=C2N=N1 (TBTU), CCN(C(C)C)C(C)C (DIPEA). The solvent is CN(C)C=O (DMF), CN(C)C=O (DMF), CN(C)C=O (DMF), CN(C)C=O (DMF), CN(C)C=O (DMF), CN(C)C=O (DMF). Conditions: temperature 25 celsius, time 2 hour. Yields the product CC(NC(=O)c1ncccn1)c1cccc2ccccc12. Yield: 46.7%. As a reaction SMILES: C[C@H](N)c1cccc2ccccc12.O=C(O)c1ncccn1.[B-](F)(F)(F)F.CN(C)C(=[N+](C)C)ON1C2=CC=CC=C2N=N1.CCN(C(C)C)C(C)C.CN(C)C=O>>CC(NC(=O)c1ncccn1)c1cccc2ccccc12.